Dataset: the Open Reaction Database (ORD), a public repository of structured organic reaction records. Task: describe an organic reaction: reactants, conditions, products, and yield Reactants: CC(C)(C)OC(=O)C1CSC(CO)C1, CC(O)=S, CCOC(=O)N=NC(=O)OCC, C1CCOC1, c1ccc(P(c2ccccc2)c2ccccc2)cc1. The product is CC(=O)SCC1CC(C(=O)OC(C)(C)C)CS1. As a reaction SMILES: [C:32]([CH3:33])([CH3:34])([CH3:35])[O:36][C:37](=[O:38])[CH:39]1[CH2:40][CH:41]([CH2:44][OH:45])[S:42][CH2:43]1.[C:46]([CH3:47])(=[S:48])[OH:49].[CH2:20]([O:21][C:22]([N:23]=[N:24][C:25]([O:26][CH2:27][CH3:28])=[O:29])=[O:30])[CH3:31].[CH2:50]1[O:51][CH2:52][CH2:53][CH2:54]1.[c:1]1([P:2]([c:3]2[cH:4][cH:5][cH:6][cH:7][cH:8]2)[c:9]2[cH:10][cH:11][cH:12][cH:13][cH:14]2)[cH:15][cH:16][cH:17][cH:18][cH:19]1>>[C:32]([CH3:33])([CH3:34])([CH3:35])[O:36][C:37](=[O:38])[CH:39]1[CH2:40][CH:41]([CH2:44][S:48][C:46]([CH3:47])=[O:49])[S:42][CH2:43]1. Reactants: CCOCc1nc2c(N)nc3cc(Br)ccc3c2n1CCCCN(C(=O)[O-])C(C)(C)C, O=C([O-])O, C1COCCO1, ClC(Cl)Cl, Cl, [Na+], [Na+], [OH-], O. Yields the product CCOCc1nc2c(N)nc3cc(Br)ccc3c2n1CCCCN. Reaction SMILES: [C:2]([N:6]([C:3](=[O:4])[O-:5])[CH2:10][CH2:11][CH2:12][CH2:13][n:14]1[c:15]([CH2:29][O:30][CH2:31][CH3:32])[n:16][c:17]2[c:18]([NH2:28])[n:19][c:20]3[cH:21][c:22]([Br:27])[cH:23][cH:24][c:25]3[c:26]12)([CH3:7])([CH3:8])[CH3:9].[C:35](=[O:36])([OH:37])[O-:38].[CH2:40]1[O:41][CH2:42][CH2:43][O:44][CH2:45]1.[CH:46]([Cl:47])([Cl:48])[Cl:49].[ClH:1].[Na+:34].[Na+:39].[OH-:33].[OH2:50]>>[NH2:6][CH2:10][CH2:11][CH2:12][CH2:13][n:14]1[c:15]([CH2:29][O:30][CH2:31][CH3:32])[n:16][c:17]2[c:18]([NH2:28])[n:19][c:20]3[cH:21][c:22]([Br:27])[cH:23][cH:24][c:25]3[c:26]12. Starting materials: COC(=O)c1ccc(Br)c(C)c1, O=C([O-])[O-], COc1ccccc1B(O)O, Cc1ccccc1, [K+], [K+], O, c1ccc(P(c2ccccc2)(c2ccccc2)[Pd](P(c2ccccc2)(c2ccccc2)c2ccccc2)(P(c2ccccc2)(c2ccccc2)c2ccccc2)P(c2ccccc2)(c2ccccc2)c2ccccc2)cc1. Product: COC(=O)c1ccc(-c2ccccc2OC)c(C)c1. RXN SMILES: [Br:1][c:2]1[c:3]([CH3:12])[cH:4][c:5]([C:6](=[O:7])[O:8][CH3:9])[cH:10][cH:11]1.[C:24](=[O:25])([O-:26])[O-:27].[CH3:13][O:14][c:15]1[c:16]([B:21]([OH:22])[OH:23])[cH:17][cH:18][cH:19][cH:20]1.[CH3:30][c:31]1[cH:32][cH:33][cH:34][cH:35][cH:36]1.[K+:28].[K+:29].[OH2:37].[cH:38]1[cH:39][cH:40][c:41]([P:42]([Pd:43]([P:44]([c:45]2[cH:46][cH:47][cH:48][cH:49][cH:50]2)([c:51]2[cH:52][cH:53][cH:54][cH:55][cH:56]2)[c:57]2[cH:58][cH:59][cH:60][cH:61][cH:62]2)([P:63]([c:64]2[cH:65][cH:66][cH:67][cH:68][cH:69]2)([c:70]2[cH:71][cH:72][cH:73][cH:74][cH:75]2)[c:76]2[cH:77][cH:78][cH:79][cH:80][cH:81]2)[P:82]([c:83]2[cH:84][cH:85][cH:86][cH:87][cH:88]2)([c:89]2[cH:90][cH:91][cH:92][cH:93][cH:94]2)[c:95]2[cH:96][cH:97][cH:98][cH:99][cH:100]2)([c:101]2[cH:102][cH:103][cH:104][cH:105][cH:106]2)[c:107]2[cH:108][cH:109][cH:110][cH:111][cH:112]2)[cH:113][cH:114]1>>[c:2]1(-[c:16]2[c:15]([O:14][CH3:13])[cH:20][cH:19][cH:18][cH:17]2)[c:3]([CH3:12])[cH:4][c:5]([C:6](=[O:7])[O:8][CH3:9])[cH:10][cH:11]1. The reactants are C1(CC1)C=O (cyclopropanecarboxaldehyde), BrC1=CC2=C(C(=NC=3C(=CNC(C23)=O)I)NC(C(C)(C)C)C)C=C1 (9-bromo-4-iodo-6-[(1,2,2-trimethylpropyl)amino]benzo[c]-1,6-naphthyridin-1(2H)-one), C(C)(C)[Mg]Cl (isopropylmagnesium chloride), C1(=CC=CC=C1)[Mg]Cl (Phenylmagnesium chloride). Run in C1CCOC1 (THF). Run at temperature -30 celsius, time 30 minute. Yields the product BrC1=CC2=C(C(=NC=3C(=CNC(C23)=O)C(O)C2CC2)NC(C(C)(C)C)C)C=C1 (9-bromo-4-[cyclopropyl(hydroxy)methyl]-6-[(1,2,2-trimethylpropyl)amino]benzo[c]-1,6-naphthyridin-1(2H)-one). As a reaction SMILES: [Br:1][C:2]1[CH:24]=[CH:23][C:5]2[C:6]([NH:16][CH:17]([CH3:22])[C:18]([CH3:21])([CH3:20])[CH3:19])=[N:7][C:8]3[C:9](I)=[CH:10][NH:11][C:12](=[O:14])[C:13]=3[C:4]=2[CH:3]=1.C1([Mg]Cl)C=CC=CC=1.C([Mg]Cl)(C)C.[CH:38]1([CH:41]=[O:42])[CH2:40][CH2:39]1>C1COCC1>[Br:1][C:2]1[CH:24]=[CH:23][C:5]2[C:6]([NH:16][CH:17]([CH3:22])[C:18]([CH3:21])([CH3:20])[CH3:19])=[N:7][C:8]3[C:9]([CH:41]([CH:38]4[CH2:40][CH2:39]4)[OH:42])=[CH:10][NH:11][C:12](=[O:14])[C:13]=3[C:4]=2[CH:3]=1. Reported procedure: 9-bromo-4-iodo-6-[(1,2,2-trimethylpropyl)amino]benzo[c]-1,6-naphthyridin-1(2H)-one (50 mg, 0.100 mmol) was dissolved in THF and cooled to −30° C. Phenylmagnesium chloride (2M in THF) (105 μl, 0.210 mmol) was added dropwise, then stirred for 30 minutes before allowing to warm to room temperature by removing cooling baths and stirring an additional 30 minutes. Then, isopropylmagnesium chloride (2M in ether) (60.0 μl, 0.120 mmol) was added dropwise and stirred for 1 h. Then, cyclopropanecarboxaldeh... Reactants: Cl.ClC=1C=C(C=CC1)C1CNCC2=CC(=CC=C12)OC (rac.-4-(3-chlorophenyl)-1,2,3,4-tetrahydro-7-methoxyisoquinoline hydrochloride), C=O (formaldehyde). Solvent: CO (methanol). The product is Cl.ClC=1C=C(C=CC1)C1CN(CC2=CC(=CC=C12)OC)C (rac.-4-(3-chlorophenyl)-1,2,3,4-tetrahydro-7-methoxy-2-methylisoquinoline hydrochloride). As a reaction SMILES: Cl.[Cl:2][C:3]1[CH:4]=[C:5]([CH:9]2[C:18]3[C:13](=[CH:14][C:15]([O:19][CH3:20])=[CH:16][CH:17]=3)[CH2:12][NH:11][CH2:10]2)[CH:6]=[CH:7][CH:8]=1.[CH2:21]=O>CO>[ClH:2].[Cl:2][C:3]1[CH:4]=[C:5]([CH:9]2[C:18]3[C:13](=[CH:14][C:15]([O:19][CH3:20])=[CH:16][CH:17]=3)[CH2:12][N:11]([CH3:21])[CH2:10]2)[CH:6]=[CH:7][CH:8]=1 |f:0.1,4.5|. Reported procedure: The free base isolated from 8.0 g. of rac.-4-(3-chlorophenyl)-1,2,3,4-tetrahydro-7-methoxyisoquinoline hydrochloride is taken up in 150 ml. of methanol, 6 ml. of a 35% formaldehyde solution are added and the mixture is shaken until the precipitate formed again completely dissolves. The mixture is thereupon hydrogenated over 6 g. of Raney nickel, filtered and, after acidification with ethanolic hydrogen chloride, crystallized. Recrystallization from methanol-ether gives rac.-4-(3-chlorophenyl)-1,...